From a dataset of the Open Reaction Database (ORD), a public repository of structured organic reaction records. describe an organic reaction: reactants, conditions, products, and yield Starting materials: C[C@H]1CN(CCN1C=1C2=C(N=CN1)CS[C@H]2C)C(=O)OC(C)(C)C ((S)-tert-butyl 3-methyl-4-((S)-5-methyl-5,7-dihydrothieno[3,4-d]pyrimidin-4-yl)piperazine-1-carboxylate), Cl (HCl). Run in C(Cl)Cl (DCM). Reaction conditions: time 8 hour. The product is C[C@@H]1SCC=2N=CN=C(C21)N2[C@H](CNCC2)C ((S)-5-methyl-4-((S)-2-methylpiperazin-1-yl)-5,7-dihydrothieno[3,4-d]pyrimidine). Isolated yield 139.9%. As a reaction SMILES: [CH3:1][C@@H:2]1[N:7]([C:8]2[C:9]3[C@H:16]([CH3:17])[S:15][CH2:14][C:10]=3[N:11]=[CH:12][N:13]=2)[CH2:6][CH2:5][N:4](C(OC(C)(C)C)=O)[CH2:3]1.Cl>C(Cl)Cl>[CH3:17][C@H:16]1[C:9]2[C:8]([N:7]3[CH2:6][CH2:5][NH:4][CH2:3][C@@H:2]3[CH3:1])=[N:13][CH:12]=[N:11][C:10]=2[CH2:14][S:15]1. Procedure: To a solution of (S)-tert-butyl 3-methyl-4-((S)-5-methyl-5,7-dihydrothieno[3,4-d]pyrimidin-4-yl)piperazine-1-carboxylate (2 g, 5.71 mmol) in DCM (20 mL) was added HCl (4M in dioxane, 6 mL). The mixture was stirred at room temperature overnight. The solvent was removed to afford (S)-5-methyl-4-((S)-2-methylpiperazin-1-yl)-5,7-dihydrothieno[3,4-d]pyrimidine (2.0 g, 99%). MS (APCI+) [M+H]+ 251. Starting materials: mixture, C(C)(C)(C)C=1C=C(C=CC1O)C(=CC1=CC=C(C(=O)O)C=C1)C (4-[-2-(3-tert-butyl-4-hydroxyphenyl)propenyl]benzoic acid), C[S-].[Li+] (lithium methanethiolate), ester, CCOCC.CCCCCC (ether hexane). Run in CN(C)C=O (DMF). Reaction conditions: temperature 120 celsius, time 4 hour. Product: C(C)(C)(C)C=1C=C(C=CC1O)/C(=C/C1=CC=C(C(=O)O)C=C1)/C (4-[(E)-2-(3-tert-butyl-4-hydroxyphenyl)propenyl]benzoic acid). RXN SMILES: C[S-].[Li+].CCOCC.CCCCCC.[C:15]([C:19]1[CH:20]=[C:21]([C:26]([CH3:37])=[CH:27][C:28]2[CH:36]=[CH:35][C:31]([C:32]([OH:34])=[O:33])=[CH:30][CH:29]=2)[CH:22]=[CH:23][C:24]=1[OH:25])([CH3:18])([CH3:17])[CH3:16]>CN(C=O)C>[C:15]([C:19]1[CH:20]=[C:21](/[C:26](/[CH3:37])=[CH:27]/[C:28]2[CH:29]=[CH:30][C:31]([C:32]([OH:34])=[O:33])=[CH:35][CH:36]=2)[CH:22]=[CH:23][C:24]=1[OH:25])([CH3:18])([CH3:16])[CH3:17] |f:0.1,2.3|. Procedure: 1.84 g of lithium methanethiolate are added to 2 g (5.67 mmol) of the E ester obtained in Example 33(b) in 40 ml of DMF. The reaction mixture is stirred under nitrogen at 120° C. for 4 h. After the same treatment as in Example 8, followed by a chromatography in the ether/hexane eluent (80/20), 1.69 g of a mixture of E and Z isomers of 4-[-2-(3-tert-butyl-4-hydroxyphenyl)propenyl]benzoic acid are isolated in the respective proportions (83:17). A recrystallization from the hexane/ether mixture giv...